From a dataset of the Open Reaction Database (ORD), a public repository of structured organic reaction records. describe an organic reaction: reactants, conditions, products, and yield Reactants: [OH-].[Li+] (lithium hydroxide), FC(C(=O)O)(F)F.C1(=CC=CC=C1)CNC(=O)NC=1C=C(C=CC1)C(=O)NCC(=O)NC(CC(=O)OCC)C=1C=NC=CC1 (ethyl β-[[2-[[[3-[[[(phenylmethyl)amino]carbonyl]amino]phenyl]carbonyl]amino]acetyl]amino]pyridine-3-propanoate, trifluoroacetate salt), FC(C(=O)O)(F)F (trifluoroacetic acid). Solvent: O.C(C)#N (water acetonitrile). Conditions: temperature 25 celsius. Product: C1(=CC=CC=C1)CNC(=O)NC=1C=C(C=CC1)C(=O)NCC(=O)NC(CC(=O)O)C=1C=NC=CC1 ((±) β-[[2-[[[3-[[[(phenylmethyl)amino]carbonyl]amino]phenyl]carbonyl]amino]acetyl]amino)pyridine-3-propanoic acid). The yield is 447.5%. As a reaction SMILES: FC(F)(F)C(O)=O.[C:8]1([CH2:14][NH:15][C:16]([NH:18][C:19]2[CH:20]=[C:21]([C:25]([NH:27][CH2:28][C:29]([NH:31][CH:32]([C:39]3[CH:40]=[N:41][CH:42]=[CH:43][CH:44]=3)[CH2:33][C:34]([O:36]CC)=[O:35])=[O:30])=[O:26])[CH:22]=[CH:23][CH:24]=2)=[O:17])[CH:13]=[CH:12][CH:11]=[CH:10][CH:9]=1.[OH-].[Li+].FC(F)(F)C(O)=O>O.C(#N)C>[C:8]1([CH2:14][NH:15][C:16]([NH:18][C:19]2[CH:20]=[C:21]([C:25]([NH:27][CH2:28][C:29]([NH:31][CH:32]([C:39]3[CH:40]=[N:41][CH:42]=[CH:43][CH:44]=3)[CH2:33][C:34]([OH:36])=[O:35])=[O:30])=[O:26])[CH:22]=[CH:23][CH:24]=2)=[O:17])[CH:13]=[CH:12][CH:11]=[CH:10][CH:9]=1 |f:0.1,2.3,5.6|. Reported procedure: The compound of Example 105 (400 mg, 0.094 mmol) was dissolved in water/acetonitrile (1:1), followed by the addition of lithium hydroxide (100 mg, 0.4 mmol). The reaction mixture was stirred at 25° C., and monitored by HPLC. After complete hydrolysis (1-2 hours) trifluoroacetic acid was added until pH=2. The product was purified by reverse phase chromatography (water/acetonitrile) to result in a white solid (200 mg). MS and 1H-NMR were consistent with the proposed structure. Reactants: C1(CCCCC1)C(O)C=1C(=NN(C1)C1=NC=C(C=C1)C(F)(F)F)C (cyclohexyl{3-methyl-1-[5-(trifluoromethyl)pyridin-2-yl]-1H-pyrazol-4-yl}methanol), compound, NC1=CC=C(C=C1)C(=O)N(CCC(=O)OCC)C (ethyl 3-{[(4-aminophenyl)carbonyl](methyl)amino}propanoate), Example 1 ( 7 ). The product is C1(CCCCC1)C(C=1C(=NN(C1)C1=NC=C(C=C1)C(F)(F)F)C)NC1=CC=C(C=C1)C(=O)N(CCC(=O)O)C (3-[({4-[(cyclohexyl{3-methyl-1-[5-(trifluoromethyl)pyridin-2-yl]-1H-pyrazol-4-yl}methyl)amino]phenyl}carbonyl)(methyl)amino]propanoic acid). As a reaction SMILES: [CH:1]1([CH:7]([C:9]2[C:10]([CH3:24])=[N:11][N:12]([C:14]3[CH:19]=[CH:18][C:17]([C:20]([F:23])([F:22])[F:21])=[CH:16][N:15]=3)[CH:13]=2)O)[CH2:6][CH2:5][CH2:4][CH2:3][CH2:2]1.[NH2:25][C:26]1[CH:31]=[CH:30][C:29]([C:32]([N:34]([CH3:42])[CH2:35][CH2:36][C:37]([O:39]CC)=[O:38])=[O:33])=[CH:28][CH:27]=1>>[CH:1]1([CH:7]([NH:25][C:26]2[CH:27]=[CH:28][C:29]([C:32]([N:34]([CH3:42])[CH2:35][CH2:36][C:37]([OH:39])=[O:38])=[O:33])=[CH:30][CH:31]=2)[C:9]2[C:10]([CH3:24])=[N:11][N:12]([C:14]3[CH:19]=[CH:18][C:17]([C:20]([F:23])([F:22])[F:21])=[CH:16][N:15]=3)[CH:13]=2)[CH2:6][CH2:5][CH2:4][CH2:3][CH2:2]1. Reported procedure: Using cyclohexyl{3-methyl-1-[5-(trifluoromethyl)pyridin-2-yl]-1H-pyrazol-4-yl}methanol (0.75 g) synthesized in Example 1(6) and ethyl 3-{[(4-aminophenyl)carbonyl](methyl)amino}propanoate (0.80 g) synthesized in Example 2(2) and in the same manner as in Example 1 (7), the title object compound (0.74 g, 65%) was obtained as a white solid.